Dataset: the Open Reaction Database (ORD), a public repository of structured organic reaction records. Task: describe an organic reaction: reactants, conditions, products, and yield The reactants are OC1=C(C(=NC(=C1)O)C(F)(F)F)C(=O)OCC (Ethyl 4,6-dihydroxy-2-(trifluoromethyl)-3-pyridinecarboxylate), C(=O)([O-])[O-].[K+].[K+] (K2CO3), C(C)I (ethyl iodide), CC(=O)C (acetone). Yields the product C(C)OC1=C(C(=NC(=C1)OCC)C(F)(F)F)C(=O)OCC (Ethyl 4,6-diethoxy-2-(trifluoromethyl)-3-pyridinecarboxylate). Yield: 82.9%. Reaction SMILES: [OH:1][C:2]1[CH:7]=[C:6]([OH:8])[N:5]=[C:4]([C:9]([F:12])([F:11])[F:10])[C:3]=1[C:13]([O:15][CH2:16][CH3:17])=[O:14].C([O-])([O-])=O.[K+].[K+].[CH2:24](I)[CH3:25].[CH3:27][C:28](C)=O>>[CH2:27]([O:1][C:2]1[CH:7]=[C:6]([O:8][CH2:24][CH3:25])[N:5]=[C:4]([C:9]([F:12])([F:10])[F:11])[C:3]=1[C:13]([O:15][CH2:16][CH3:17])=[O:14])[CH3:28] |f:1.2.3|. Procedure: This material was prepared in 82.9% yield from product of Example 1 (1 eq), K2CO3 (2 eq) and excess ethyl iodide. The reaction mixture was refluxed in acetone for 18 hours and filtered. The filtrate was concentrated. The residue was dissolved in ether. The ether solution was washed with 10% K2CO3, dried (MgSO4) and concentrated to give the product as an oil, nD25 1.4534. Reactants: CS(=O)(=O)C(C(=O)NOC1OCCCC1)(CCC1=CC=C(C=C1)B1OC(C(O1)(C)C)(C)C)C (2-methanesulfonyl-2-methyl-N-(tetrahydro-pyran-2-yloxy)-4-[4-(4,4,5,5-tetramethyl-[1,3,2]dioxaborolan-2-yl)-phenyl]-butyramide), FC(S(=O)(=O)OC1=CCCCCC1)(F)F (cyclohept-1-en-1-yl trifluoromethanesulfonate), C([O-])([O-])=O.[Na+].[Na+] (sodium carbonate), O (water). The reagents and catalysts are C=1C=CC(=CC1)[P](C=2C=CC=CC2)(C=3C=CC=CC3)[Pd]([P](C=4C=CC=CC4)(C=5C=CC=CC5)C=6C=CC=CC6)([P](C=7C=CC=CC7)(C=8C=CC=CC8)C=9C=CC=CC9)[P](C=1C=CC=CC1)(C=1C=CC=CC1)C=1C=CC=CC1 (pd tetrakis). The solvent is C(C)(=O)OCC (ethyl acetate), O1CCOCC1 (1,4-dioxane). Conditions: temperature 50 celsius, time 8 hour. Product: C1(=CCCCCC1)C1=CC=C(C=C1)CCC(C(=O)NOC(CCCC)OC)(S(=O)(=O)C)C (4-(4-cyclohept-1-en-1-ylphenyl)-N-[(1-methoxypentyl)oxy]-2-methyl-2-(methylsulfonyl)butanamide). Reaction SMILES: [CH3:1][S:2]([C:5]([CH3:33])([CH2:16][CH2:17][C:18]1[CH:23]=[CH:22][C:21](B2OC(C)(C)C(C)(C)O2)=[CH:20][CH:19]=1)[C:6]([NH:8][O:9][CH:10]1[CH2:15][CH2:14][CH2:13][CH2:12][O:11]1)=[O:7])(=[O:4])=[O:3].FC(F)(F)S(O[C:40]1[CH2:46][CH2:45][CH2:44][CH2:43][CH2:42][CH:41]=1)(=O)=O.[C:49](=O)([O-])[O-].[Na+].[Na+].O>C(OCC)(=O)C.C1C=CC([P]([Pd]([P](C2C=CC=CC=2)(C2C=CC=CC=2)C2C=CC=CC=2)([P](C2C=CC=CC=2)(C2C=CC=CC=2)C2C=CC=CC=2)[P](C2C=CC=CC=2)(C2C=CC=CC=2)C2C=CC=CC=2)(C2C=CC=CC=2)C2C=CC=CC=2)=CC=1.O1CCOCC1>[C:40]1([C:21]2[CH:20]=[CH:19][C:18]([CH2:17][CH2:16][C:5]([CH3:33])([S:2]([CH3:1])(=[O:3])=[O:4])[C:6]([NH:8][O:9][CH:10]([O:11][CH3:49])[CH2:15][CH2:14][CH2:13][CH3:12])=[O:7])=[CH:23][CH:22]=2)[CH2:46][CH2:45][CH2:44][CH2:43][CH2:42][CH:41]=1 |f:2.3.4,^1:65,67,86,105|. Procedure details: To flask containing 2-methanesulfonyl-2-methyl-N-(tetrahydro-pyran-2-yloxy)-4-[4-(4,4,5,5-tetramethyl-[1,3,2]dioxaborolan-2-yl)-phenyl]-butyramide which may be prepared by the method described in Preparation 3 (800 mg, 01.66 mmol) was added cyclohept-1-en-1-yl trifluoromethanesulfonate (812 mg, 3.32 mmol), sodium carbonate (528 mg, 4.99 mmol), water (500 uL) and 1,4-dioxane (4 mL). To this mixture was added pd tetrakis (288 mg, 0.249 mmol) and the mixture was heated to 50° C. with stirring overn... Starting materials: C1=CC=CC=C1 (benzene), BrC1=CC=C(N)C=C1 (4-bromoaniline), C(C)(C)(C)NS(=O)(=O)C1=C(C=CC=C1)B(O)O (2-(t-butylaminosulfonyl)phenylboronic acid), C([O-])([O-])=O.[Na+].[Na+] (sodium carbonate). The reagents and catalysts are [Br-].C(CCC)[N+](CCCC)(CCCC)CCCC (tetrabutylammonium bromide), [Pd].C1(=CC=CC=C1)P(C1=CC=CC=C1)C1=CC=CC=C1.C1(=CC=CC=C1)P(C1=CC=CC=C1)C1=CC=CC=C1.C1(=CC=CC=C1)P(C1=CC=CC=C1)C1=CC=CC=C1.C1(=CC=CC=C1)P(C1=CC=CC=C1)C1=CC=CC=C1 (tetrakis(triphenylphosphine) palladium(0)). The solvent is C(Cl)Cl (methylene chloride), O (water). The product is C(C)(C)(C)NS(=O)(=O)C1=C(C=CC=C1)C1=CC=C(C=C1)N (2′-t-butylaminosulfonyl-4-amino-[1,1′]biphenyl). Yield: 41.4%. RXN SMILES: Br[C:2]1[CH:8]=[CH:7][C:5]([NH2:6])=[CH:4][CH:3]=1.[C:9]([NH:13][S:14]([C:17]1[CH:22]=[CH:21][CH:20]=[CH:19][C:18]=1B(O)O)(=[O:16])=[O:15])([CH3:12])([CH3:11])[CH3:10].C(=O)([O-])[O-].[Na+].[Na+].C1C=CC=CC=1>[Br-].C([N+](CCCC)(CCCC)CCCC)CCC.C(Cl)Cl.O.[Pd].C1(P(C2C=CC=CC=2)C2C=CC=CC=2)C=CC=CC=1.C1(P(C2C=CC=CC=2)C2C=CC=CC=2)C=CC=CC=1.C1(P(C2C=CC=CC=2)C2C=CC=CC=2)C=CC=CC=1.C1(P(C2C=CC=CC=2)C2C=CC=CC=2)C=CC=CC=1>[C:9]([NH:13][S:14]([C:17]1[CH:22]=[CH:21][CH:20]=[CH:19][C:18]=1[C:2]1[CH:8]=[CH:7][C:5]([NH2:6])=[CH:4][CH:3]=1)(=[O:16])=[O:15])([CH3:12])([CH3:10])[CH3:11] |f:2.3.4,6.7,10.11.12.13.14|. Procedure details: A mixture of 3.44 g (20 mmol) of 4-bromoaniline and 5.14 g (20 mmol) of 2-(t-butylaminosulfonyl)phenylboronic acid, 1.16 g of tetrakis(triphenylphosphine) palladium(0) (1 mmol), 0.32 g of tetrabutylammonium bromide (1 mmol) and 20 mL of 2M aqueous sodium carbonate were refluxed with 180 mL of benzene under N2 for 5.5 hours. After cooling, the mixture was diluted with methylene chloride and water. The two phases were separated and the organic phase was washed with water, dried with MgSO4 and conc... The reactants are CC(=O)Cl, Nc1ccc(Br)cn1, O, c1ccncc1. Product: CC(=O)Nc1ccc(Br)cn1. As a reaction SMILES: [CH3:9][C:10]([Cl:11])=[O:12].[NH2:1][c:2]1[n:3][cH:4][c:5]([Br:8])[cH:6][cH:7]1.[OH2:13].[cH:14]1[cH:15][cH:16][n:17][cH:18][cH:19]1>>[NH:1]([c:2]1[n:3][cH:4][c:5]([Br:8])[cH:6][cH:7]1)[C:10]([CH3:9])=[O:12].